From a dataset of the Open Reaction Database (ORD), a public repository of structured organic reaction records. describe an organic reaction: reactants, conditions, products, and yield Reactants: FC1=C(C=O)C=C(C=C1)F (2,5-difluorobenzaldehyde), [N+](=O)([O-])CCCC(=O)OC (methyl 4-nitrobutyrate), CN (methylamine). Run in C(C)O (ethanol). The product is FC1=C(C=C(C=C1)F)[C@H]1[C@@H](CCC(N1C)=O)[N+](=O)[O-] (trans-6-(2,5-Difluorophenyl)-1-methyl-5-nitropiperidin-2-one). RXN SMILES: [F:1][C:2]1[CH:9]=[CH:8][C:7]([F:10])=[CH:6][C:3]=1[CH:4]=O.[N+:11]([CH2:14][CH2:15][CH2:16][C:17]([O:19]C)=O)([O-:13])=[O:12].[CH3:21][NH2:22]>C(O)C>[F:1][C:2]1[CH:9]=[CH:8][C:7]([F:10])=[CH:6][C:3]=1[C@@H:4]1[N:22]([CH3:21])[C:17](=[O:19])[CH2:16][CH2:15][C@H:14]1[N+:11]([O-:13])=[O:12]. Procedure: To a solution of 2,5-difluorobenzaldehyde (0.765 mL, 7.04 mmol) in ethanol (15 mL) were added methyl 4-nitrobutyrate (0.901 mL, 7.04 mmol) and methylamine (7.04 mL, 14.07 mmol). The mixture was heated at reflux temperature overnight. After evaporation, the residue was purified by column chromatography (silica gel Biotage 40M) eluting with ethyl acetate/hexane (gradient from 40% to 60%) to give the title compound as the racemic trans isomer. LC-MS: 271.05 (M+1).